This data is from the Open Reaction Database (ORD), a public repository of structured organic reaction records. The task is: describe an organic reaction: reactants, conditions, products, and yield The reactants are NCCC1=C(NC2=CC=C(C=C12)C(C(=O)N1C2CCC1CC2)(C)C)C2=CC(=CC(=C2)C)C (2-[3-(2-aminoethyl)-2-(3,5-dimethylphenyl)-1H-indol-5-yl]-1-(7-azabicyclo[2.2.1]hept-7-yl)-2-methyl-propan-1-one), N1=CC(=CC=C1)C1=CC=C(C=O)C=C1 (4-pyridin-3-yl-benzaldehyde), C(#N)[BH3-].[Na+] (sodium cyanoborohydride). The reagents and catalysts are CC([O-])C.[Ti+4].CC([O-])C.CC([O-])C.CC([O-])C (titanium (IV) isopropoxide). Solvent: C(C)(=O)O (acetic acid). Run at time 60 hour. The product is C12CCC(CC1)N2C(C(C)(C)C=2C=C1C(=C(NC1=CC2)C2=CC(=CC(=C2)C)C)CCNCC2=CC=C(C=C2)C=2C=NC=CC2)=O (1-(7-Azabicyclo[2.2.1]hept-7-yl)-2-{2-(3,5-dimethylphenyl)-3-[2-(4-pyridin-3-yl-benzylamino)ethyl]-1H-indol-5-yl}-2-methylpropan-1-one). Yield: 28.8%. As a reaction SMILES: [NH2:1][CH2:2][CH2:3][C:4]1[C:12]2[C:7](=[CH:8][CH:9]=[C:10]([C:13]([CH3:24])([CH3:23])[C:14]([N:16]3[CH:20]4[CH2:21][CH2:22][CH:17]3[CH2:18][CH2:19]4)=[O:15])[CH:11]=2)[NH:6][C:5]=1[C:25]1[CH:30]=[C:29]([CH3:31])[CH:28]=[C:27]([CH3:32])[CH:26]=1.[N:33]1[CH:38]=[CH:37][CH:36]=[C:35]([C:39]2[CH:46]=[CH:45][C:42]([CH:43]=O)=[CH:41][CH:40]=2)[CH:34]=1.C([BH3-])#N.[Na+]>CC(C)[O-].[Ti+4].CC(C)[O-].CC(C)[O-].CC(C)[O-].C(O)(=O)C>[CH:17]12[N:16]([C:14](=[O:15])[C:13]([C:10]3[CH:11]=[C:12]4[C:7](=[CH:8][CH:9]=3)[NH:6][C:5]([C:25]3[CH:30]=[C:29]([CH3:31])[CH:28]=[C:27]([CH3:32])[CH:26]=3)=[C:4]4[CH2:3][CH2:2][NH:1][CH2:43][C:42]3[CH:41]=[CH:40][C:39]([C:35]4[CH:34]=[N:33][CH:38]=[CH:37][CH:36]=4)=[CH:46][CH:45]=3)([CH3:24])[CH3:23])[CH:20]([CH2:19][CH2:18]1)[CH2:21][CH2:22]2 |f:2.3,4.5.6.7.8|. Procedure details: To a solution of 2-[3-(2-aminoethyl)-2-(3,5-dimethylphenyl)-1H-indol-5-yl]-1-(7-azabicyclo[2.2.1]hept-7-yl)-2-methyl-propan-1-one (20 mg in 1.5 mL dry, degassed tetrahydrofuran) was added 9.4 mg 4-pyridin-3-yl-benzaldehyde followed by 43 mg titanium (IV) isopropoxide and the mixture stirred at room temperature. After 60 hours, the reaction was cooled to 0° C. and a solution of sodium cyanoborohydride (9.0 mg in 0.50 mL methanol) was added along with 0.026 mL acetic acid and the mixture stirred a... Starting materials: COC(=O)C(C)(C)c1ccc(C#Cc2cc3c(cc2C)C(N(C)C2CC2)CCC3(C)C)cc1, CO, [Na+], C1CCOC1, [OH-]. The product is Cc1cc2c(cc1C#Cc1ccc(C(C)(C)C(=O)O)cc1)C(C)(C)CCC2N(C)C1CC1. As a reaction SMILES: [CH3:1][O:2][C:3]([C:4]([CH3:5])([CH3:6])[c:7]1[cH:8][cH:9][c:10]([C:13]#[C:14][c:15]2[cH:16][c:17]3[c:22]([cH:23][c:24]2[CH3:25])[CH:21]([N:26]([CH3:27])[CH:28]2[CH2:29][CH2:30]2)[CH2:20][CH2:19][C:18]3([CH3:31])[CH3:32])[cH:11][cH:12]1)=[O:33].[CH3:36][OH:37].[Na+:35].[O:38]1[CH2:39][CH2:40][CH2:41][CH2:42]1.[OH-:34]>>[O:2]=[C:3]([C:4]([CH3:5])([CH3:6])[c:7]1[cH:8][cH:9][c:10]([C:13]#[C:14][c:15]2[cH:16][c:17]3[c:22]([cH:23][c:24]2[CH3:25])[CH:21]([N:26]([CH3:27])[CH:28]2[CH2:29][CH2:30]2)[CH2:20][CH2:19][C:18]3([CH3:31])[CH3:32])[cH:11][cH:12]1)[OH:33]. Reactants: [N+](=O)([O-])C1=C2C=CC(=NC2=CC=C1)Cl (5-nitro-2-chloroquinoline), C1(CC1)C=1C=C(N)C=CC1 (3-cyclopropylaniline), CC=1N=CNC1C=O (4-methyl-1H-imidazole-5-carbaldehyde). The product is C1(CC1)C=1C=C(C=CC1)NC1=NC=2C=CC=C(C2C=C1)NCC=1NC=NC1C (N2-(3-Cyclopropyl-phenyl)-N5-(5-methyl-3H-imidazol-4-ylmethyl)-quinoline-2,5-diamine). As a reaction SMILES: [N+:1]([C:4]1[CH:13]=[CH:12][CH:11]=[C:10]2[C:5]=1[CH:6]=[CH:7][C:8](Cl)=[N:9]2)([O-])=O.[CH:15]1([C:18]2[CH:19]=[C:20]([CH:22]=[CH:23][CH:24]=2)[NH2:21])[CH2:17][CH2:16]1.[CH3:25][C:26]1[N:27]=[CH:28][NH:29][C:30]=1[CH:31]=O>>[CH:15]1([C:18]2[CH:19]=[C:20]([NH:21][C:8]3[CH:7]=[CH:6][C:5]4[C:4]([NH:1][CH2:25][C:26]5[NH:27][CH:28]=[N:29][C:30]=5[CH3:31])=[CH:13][CH:12]=[CH:11][C:10]=4[N:9]=3)[CH:22]=[CH:23][CH:24]=2)[CH2:17][CH2:16]1. Procedure: The title compound, MS: m/e=370.4 (M+H+), was prepared from 5-nitro-2-chloroquinoline, 3-cyclopropylaniline and 4-methyl-1H-imidazole-5-carbaldehyde as described in example 26. Starting materials: FC1=C(C(=O)N2C(=NCC2)SC)C=CC=C1 (1-(2-fluorobenzoyl)-2-methylthio-2-imidazoline), CN(N)C (1,1-dimethylhydrazine). The solvent is COCCOCCOC (diglyme), O (water). Product: CN(N1C=2N(C(C3=CC=CC=C13)=O)CCN2)C (2,10-dihydro-10-(dimethylamino)imidazo[2,1-b]quinazolin-5(3H)-one). Isolated yield 77.0%. Reaction SMILES: F[C:2]1[CH:16]=[CH:15][CH:14]=[CH:13][C:3]=1[C:4]([N:6]1[CH2:10][CH2:9][N:8]=[C:7]1SC)=[O:5].[CH3:17][N:18]([CH3:20])[NH2:19]>COCCOCCOC.O>[CH3:17][N:18]([CH3:20])[N:19]1[C:2]2[C:3](=[CH:13][CH:14]=[CH:15][CH:16]=2)[C:4](=[O:5])[N:6]2[CH2:10][CH2:9][N:8]=[C:7]12. Reported procedure: A solution of 2.40 g (10.1 mmoles) of the product of Example 1 and 3 ml of 1,1-dimethylhydrazine in 6 ml of diglyme was heated at 165° C. for 3 hours in a sealed glass tube. Upon cooling, the solution was diluted with water and the resulting solid was collected and air-dried to give 1.80 g of 2,10-dihydro-10-(dimethylamino)imidazo[2,1-b]quinazolin-5(3H)-one. Melting point 197°-198° C. Total yield 77%. Reactants: C1COCCO1, O, O=S(=O)(O)O, OC(c1cccs1)C(Sc1ccccc1)C(Sc1ccccc1)C(O)c1cccs1. The product is c1ccc(SC2C(c3cccs3)OC(c3cccs3)C2Sc2ccccc2)cc1. Reaction SMILES: [O:37]1[CH2:38][CH2:39][O:40][CH2:41][CH2:42]1.[OH2:36].[S:31](=[O:32])(=[O:33])([OH:34])[OH:35].[c:1]1([S:7][CH:8]([CH:9]([OH:10])[c:11]2[s:12][cH:13][cH:14][cH:15]2)[CH:16]([CH:17]([OH:18])[c:19]2[s:20][cH:21][cH:22][cH:23]2)[S:24][c:25]2[cH:26][cH:27][cH:28][cH:29][cH:30]2)[cH:2][cH:3][cH:4][cH:5][cH:6]1>>[c:1]1([S:7][CH:8]2[CH:9]([c:11]3[s:12][cH:13][cH:14][cH:15]3)[O:10][CH:17]([c:19]3[s:20][cH:21][cH:22][cH:23]3)[CH:16]2[S:24][c:25]2[cH:26][cH:27][cH:28][cH:29][cH:30]2)[cH:2][cH:3][cH:4][cH:5][cH:6]1. The reactants are COC(C1=CC=C(C=C1)OC(CC)CC1=CC=C(C=C1)C1=CC=C(C=C1)C(F)(F)F)=O (4-[1-(4′-trifluoromethyl-biphenyl-4-ylmethyl)-propoxy]-benzoic acid methyl ester), [OH-].[Na+] (sodium hydroxide), Cl (HCl). Solvent: C(C)O (ethanol). Reaction conditions: time 4 hour. Product: FC(C1=CC=C(C=C1)C1=CC=C(C=C1)CC(CC)OC1=CC=C(C(=O)O)C=C1)(F)F (4-[1-(4′-Trifluoromethyl-biphenyl-4-ylmethyl)-propoxy]-benzoic acid). The yield is 90.9%. As a reaction SMILES: C[O:2][C:3](=[O:31])[C:4]1[CH:9]=[CH:8][C:7]([O:10][CH:11]([CH2:14][C:15]2[CH:20]=[CH:19][C:18]([C:21]3[CH:26]=[CH:25][C:24]([C:27]([F:30])([F:29])[F:28])=[CH:23][CH:22]=3)=[CH:17][CH:16]=2)[CH2:12][CH3:13])=[CH:6][CH:5]=1.[OH-].[Na+].Cl>C(O)C>[F:28][C:27]([F:29])([F:30])[C:24]1[CH:23]=[CH:22][C:21]([C:18]2[CH:17]=[CH:16][C:15]([CH2:14][CH:11]([O:10][C:7]3[CH:6]=[CH:5][C:4]([C:3]([OH:31])=[O:2])=[CH:9][CH:8]=3)[CH2:12][CH3:13])=[CH:20][CH:19]=2)=[CH:26][CH:25]=1 |f:1.2|. Reported procedure: To a solution of 4-[1-(4′-trifluoromethyl-biphenyl-4-ylmethyl)-propoxy]-benzoic acid methyl ester (0.048 g, 0.11 mmol) in ethanol (3 mL) is added sodium hydroxide (5.0N, 0.11 mL, 0.54 mmol) and stirred for four hours, acidified with 1.0 N HCl and extracted ethyl acetate three times. Organic layers are dried with sodium sulfate, filtered and concentrated under reduced pressure to provide 0.04 g (0.1 mmol, 89%) of title compound.